Dataset: the Open Reaction Database (ORD), a public repository of structured organic reaction records. Task: describe an organic reaction: reactants, conditions, products, and yield Starting materials: ClC1=CC(=C(C=C1)[N+](=O)[O-])OCC=CC1=CC=CC=C1 (4-chloro-1-nitro-2-(phenyl-2-propenyloxy)benzene), [Sn](Cl)Cl (tin (II) chloride), C(C)O (ethanol). Solvent: C(C)(=O)OCC (ethyl acetate), C([O-])(O)=O.[Na+] (sodium bicarbonate). Product: ClC1=CC(=C(C=C1)N)OCC(=C)C1=CC=CC=C1 (4-chloro-2-[(2-phenyl-2-propenyl)oxyl]benzenamine). Reaction SMILES: [Cl:1][C:2]1[CH:7]=[CH:6][C:5]([N+:8]([O-])=O)=[C:4]([O:11][CH2:12][CH:13]=[CH:14][C:15]2[CH:20]=[CH:19][CH:18]=[CH:17]C=2)[CH:3]=1.[Sn](Cl)Cl.[CH2:24](O)C>C(OCC)(=O)C.C(=O)(O)[O-].[Na+]>[Cl:1][C:2]1[CH:7]=[CH:6][C:5]([NH2:8])=[C:4]([O:11][CH2:12][C:13]([C:14]2[CH:15]=[CH:20][CH:19]=[CH:18][CH:17]=2)=[CH2:24])[CH:3]=1 |f:4.5|. Procedure: The compound of Step A (7.2 g) was added to a suspension of tin (II) chloride (28 g) in ethanol (45 ml). The mixture was refluxed for 1.5 h. The reaction was diluted with ethyl acetate and neutralized by careful addition of saturated sodium bicarbonate solution. The organic solution was washed with brine and the solvent was dried over magnesium sulfate. Evaporation of the solution left a thick oil of the title compound (5.8 g). Starting materials: [N+](=O)([O-])C1=C(C=CC=C1)F (2-nitro fluorobenzene), water ice-N hydrochloric acid, C1(O)=C(O)C(O)=CC=C1 (pyrogallol), [H-].[Na+] (sodium hydride), B(OCC)(OCC)OCC (triethyl borate). Solvent: CN(C=O)C (dimethylformamide). Conditions: time 45 minute. The product is [N+](=O)([O-])C1=C(C=CC=C1)OC1=C(C(=CC=C1)O)O (1-[(2-nitro-phenyl)-oxyl]-2,3-dihydroxy benzene). Yield: 76.0%. Reaction SMILES: [C:1]1([CH:9]=[CH:8][CH:7]=[C:5]([OH:6])[C:3]=1[OH:4])[OH:2].[H-].[Na+].B(OCC)(OCC)OCC.[N+:22]([C:25]1[CH:30]=[CH:29][CH:28]=[CH:27][C:26]=1F)([O-:24])=[O:23]>CN(C)C=O>[N+:22]([C:25]1[CH:30]=[CH:29][CH:28]=[CH:27][C:26]=1[O:2][C:1]1[CH:9]=[CH:8][CH:7]=[C:5]([OH:6])[C:3]=1[OH:4])([O-:24])=[O:23] |f:1.2|. Procedure: 18.9 g of pyrogallol, 380 ml of anhydrous dimethylformamide and 13.6 g of sodium hydride in suspension at 53% in oil were mixed together under an inert gas atmosphere and then stirred for 45 minutes at ambient temperature. 29 ml of triethyl borate were added, and the mixture was stirred for 30 minutes. Then, 17.6 ml of 2-nitro fluorobenzene were added over one hour at 0° C. followed by stirring for 20 hours at ambient temperature. The mixture was poured into a water-ice-N hydrochloric acid mixtu... Reactants: CCOC(=O)CNc1ncc(Br)nc1Br, CS(C)=O, NCCC1CCOCC1. Product: CCOC(=O)CNc1ncc(Br)nc1NCCC1CCOCC1. RXN SMILES: [Br:1][c:2]1[c:3]([NH:9][CH2:10][C:11](=[O:12])[O:13][CH2:14][CH3:15])[n:4][cH:5][c:6]([Br:8])[n:7]1.[CH3:25][S:26]([CH3:27])=[O:28].[O:16]1[CH2:17][CH2:18][CH:19]([CH2:22][CH2:23][NH2:24])[CH2:20][CH2:21]1>>[c:2]1([NH:24][CH2:23][CH2:22][CH:19]2[CH2:18][CH2:17][O:16][CH2:21][CH2:20]2)[c:3]([NH:9][CH2:10][C:11](=[O:12])[O:13][CH2:14][CH3:15])[n:4][cH:5][c:6]([Br:8])[n:7]1. Starting materials: FC1=CC=C(C=C1)C=1C(=NC=NC1N1CCC(CC1)C=1N(C=C(N1)C1=CC(=C(C=C1)F)C(F)(F)F)C)N (5-(4-Fluoro-phenyl)-6-{4-[4-(4-fluoro-3-trifluoromethyl-phenyl)-1-methyl-1H-imidazol-2-yl]-piperidin-1-yl}-pyrimidin-4-ylamine), BrC=1C(=NC=NC1)N1CCC(CC1)C=1NC=C(N1)C1=CC(=C(C=C1)F)C(F)(F)F (5-bromo-4-{4-[4-(4-fluoro-3-trifluoromethyl-phenyl)-1H-imidazol-2-yl]-piperidin-1-yl}-pyrimidine). Product: FC1=CC=C(C=C1)C=1C(=NC=NC1N1CCC(CC1)C=1NC=C(N1)C1=CC(=C(C=C1)F)C(F)(F)F)N (5-(4-Fluoro-phenyl)-6-{4-[4-(4-fluoro-3-trifluoromethyl-phenyl)-1H-imidazol-2-yl]-piperidin-1-yl}-pyrimidin-4-ylamine). Reaction SMILES: [F:1][C:2]1[CH:7]=[CH:6][C:5]([C:8]2[C:9]([NH2:37])=[N:10][CH:11]=[N:12][C:13]=2[N:14]2[CH2:19][CH2:18][CH:17]([C:20]3[N:21](C)[CH:22]=[C:23]([C:25]4[CH:30]=[CH:29][C:28]([F:31])=[C:27]([C:32]([F:35])([F:34])[F:33])[CH:26]=4)[N:24]=3)[CH2:16][CH2:15]2)=[CH:4][CH:3]=1.BrC1C(N2CCC(C3NC=C(C4C=CC(F)=C(C(F)(F)F)C=4)N=3)CC2)=NC=NC=1>>[F:1][C:2]1[CH:3]=[CH:4][C:5]([C:8]2[C:9]([NH2:37])=[N:10][CH:11]=[N:12][C:13]=2[N:14]2[CH2:15][CH2:16][CH:17]([C:20]3[NH:21][CH:22]=[C:23]([C:25]4[CH:30]=[CH:29][C:28]([F:31])=[C:27]([C:32]([F:33])([F:35])[F:34])[CH:26]=4)[N:24]=3)[CH2:18][CH2:19]2)=[CH:6][CH:7]=1. Procedure: The title compound was prepared in an analogous manner as 5-(4-Fluoro-phenyl)-6-{4-[4-(4-fluoro-3-trifluoromethyl-phenyl)-1-methyl-1H-imidazol-2-yl]-piperidin-1-yl}-pyrimidin-4-ylamine using 5-bromo-4-{4-[4-(4-fluoro-3-trifluoromethyl-phenyl)-1H-imidazol-2-yl]-piperidin-1-yl}-pyrimidine instead of 5-Bromo-6-{4-[4-(4-fluoro-3-trifluoromethyl-phenyl)-1-methyl-1H-imidazol-2-yl]-piperidin-1-yl}-pyrimidin-4-ylamine. LC-MS: (M+1=501, obsd.=501). Yields the product NCC[C@@H](O)C1=CC(=CC=C1)OCC1CCOCC1 ((R)-3-amino-1-(3-((tetrahydro-2H-pyran-4-yl)methoxy)phenyl)-propan-1-ol). Reaction conditions: temperature 65 celsius, time 1 hour. Procedure: BH3-DMS (0.56 g, 7.4 mmol) was added dropwise to a solution of hydroxynitrile (14) (0.65 g, 2.4 mmol) in dry THF (50 mL). The reaction mixture was refluxed 18 h at 65° C. After completion of the reaction (as monitored by TLC) the MeOH (15 mL) was added to the reaction mixture which was stirred at rt for an additional 1 h. The mixture was then concentrated under reduced pressure followed by purification by column chromatography (100-200 silica mesh, 4-6% MeOH in DCM) to give Example 1 as a white ... The solvent is C1CCOC1 (THF). RXN SMILES: [OH:1][C@@H:2]([C:6]1[CH:11]=[CH:10][CH:9]=[C:8]([O:12][CH2:13][CH:14]2[CH2:19][CH2:18][O:17][CH2:16][CH2:15]2)[CH:7]=1)[CH2:3][C:4]#[N:5].CO>C1COCC1>[NH2:5][CH2:4][CH2:3][C@H:2]([C:6]1[CH:11]=[CH:10][CH:9]=[C:8]([O:12][CH2:13][CH:14]2[CH2:19][CH2:18][O:17][CH2:16][CH2:15]2)[CH:7]=1)[OH:1]. The reactants are BH3-DMS, O[C@H](CC#N)C1=CC(=CC=C1)OCC1CCOCC1 ((R)-3-hydroxy-3-(3-((tetrahydro-2H-pyran-4-yl)methoxy)phenyl)propanenitrile), CO (MeOH). Reactants: BrC1=C(N(C2=CC=C(C=C12)COC1=CC(=NC=2CCCCC12)CC)C(=O)OC(C)(C)C)C1=C(C=CC=C1)C1=NN=NN1 (1,1-Dimethylethyl 3-bromo-5-[[2-ethyl-5,6,7,8-tetrahydroquinolin-4-yloxy]methyl]-2-[2-(1H-tetrazol-5-yl)phenyl]-1H-indole-1-carboxylate), Cl (hydrochloric acid). Run in C(C)O (ethanol), [OH-].[Na+] (sodium hydroxide). Conditions: temperature 60 celsius. The product is BrC1=C(NC2=CC=C(C=C12)COC1=CC(=NC=2CCCCC12)CC)C1=C(C=CC=C1)C1=NN=NN1 (3-bromo-5-[[2-ethyl-5,6,7,8-tetrahydroquinolin-4-yloxy]methyl]-2-[2-(1H-tetrazol-5-yl)phenyl]-1H-indole). RXN SMILES: [Br:1][C:2]1[C:10]2[C:5](=[CH:6][CH:7]=[C:8]([CH2:11][O:12][C:13]3[C:22]4[CH2:21][CH2:20][CH2:19][CH2:18][C:17]=4[N:16]=[C:15]([CH2:23][CH3:24])[CH:14]=3)[CH:9]=2)[N:4](C(OC(C)(C)C)=O)[C:3]=1[C:32]1[CH:37]=[CH:36][CH:35]=[CH:34][C:33]=1[C:38]1[NH:42][N:41]=[N:40][N:39]=1.Cl>C(O)C.[OH-].[Na+]>[Br:1][C:2]1[C:10]2[C:5](=[CH:6][CH:7]=[C:8]([CH2:11][O:12][C:13]3[C:22]4[CH2:21][CH2:20][CH2:19][CH2:18][C:17]=4[N:16]=[C:15]([CH2:23][CH3:24])[CH:14]=3)[CH:9]=2)[NH:4][C:3]=1[C:32]1[CH:37]=[CH:36][CH:35]=[CH:34][C:33]=1[C:38]1[NH:42][N:41]=[N:40][N:39]=1 |f:3.4|. Reported procedure: 1,1-Dimethylethyl 3-bromo-5-[[2-ethyl-5,6,7,8-tetrahydroquinolin-4-yloxy]methyl]-2-[2-(1H-tetrazol-5-yl)phenyl]-1H-indole-1-carboxylate (A) (100 mg) in a mixture of ethanol (15 ml) and 2M aqueous sodium hydroxide solution (5 ml) is heated at 60° C. for 3 hours. The mixture is cooled and acidified with 2M hydrochloric acid to pH 5 to 6. The mixture is then extracted with dichloromethane and the combined extracts are dried (MgSO4) and evaporated to give 3-bromo-5-[[2-ethyl-5,6,7,8-tetrahydroquinol...